This data is from the Open Reaction Database (ORD), a public repository of structured organic reaction records. The task is: describe an organic reaction: reactants, conditions, products, and yield Starting materials: O=C([O-])[O-], CCc1nc2ccccc2[nH]1, CC1(C)CN(C2COC2)CCN1C(=O)c1nc2c(N3CCOCC3)nc(Cl)nc2s1, [Cs+], [Cs+], CN(C)C=O, O=C(C=Cc1ccccc1)C=Cc1ccccc1, O=C(C=Cc1ccccc1)C=Cc1ccccc1, O=C(C=Cc1ccccc1)C=Cc1ccccc1, [Pd], [Pd]. RXN SMILES: [C:42](=[O:43])([O-:44])[O-:45].[CH2:31]([CH3:32])[c:33]1[nH:34][c:35]2[c:36]([n:37]1)[cH:38][cH:39][cH:40][cH:41]2.[Cl:1][c:2]1[n:3][c:4]([N:25]2[CH2:26][CH2:27][O:28][CH2:29][CH2:30]2)[c:5]2[c:6]([n:7]1)[s:8][c:9]([C:11](=[O:12])[N:13]1[C:14]([CH3:23])([CH3:24])[CH2:15][N:16]([CH:19]3[CH2:20][O:21][CH2:22]3)[CH2:17][CH2:18]1)[n:10]2.[Cs+:46].[Cs+:47].[O:48]=[CH:49][N:50]([CH3:51])[CH3:52].[O:55]=[C:56]([CH:57]=[CH:58][c:59]1[cH:60][cH:61][cH:62][cH:63][cH:64]1)[CH:65]=[CH:66][c:67]1[cH:68][cH:69][cH:70][cH:71][cH:72]1.[O:73]=[C:74]([CH:75]=[CH:76][c:77]1[cH:78][cH:79][cH:80][cH:81][cH:82]1)[CH:83]=[CH:84][c:85]1[cH:86][cH:87][cH:88][cH:89][cH:90]1.[O:91]=[C:92]([CH:93]=[CH:94][c:95]1[cH:96][cH:97][cH:98][cH:99][cH:100]1)[CH:101]=[CH:102][c:103]1[cH:104][cH:105][cH:106][cH:107][cH:108]1.[Pd:53].[Pd:54]>>[c:2]1(-[n:34]2[c:33]([CH2:31][CH3:32])[n:37][c:36]3[c:35]2[cH:41][cH:40][cH:39][cH:38]3)[n:3][c:4]([N:25]2[CH2:26][CH2:27][O:28][CH2:29][CH2:30]2)[c:5]2[c:6]([n:7]1)[s:8][c:9]([C:11](=[O:12])[N:13]1[C:14]([CH3:23])([CH3:24])[CH2:15][N:16]([CH:19]3[CH2:20][O:21][CH2:22]3)[CH2:17][CH2:18]1)[n:10]2. Product: CCc1nc2ccccc2n1-c1nc(N2CCOCC2)c2nc(C(=O)N3CCN(C4COC4)CC3(C)C)sc2n1. Reactants: COC(=O)C=1C(=CC=C(C1)C(N)=S)C1=C(C=CC=C1)[N+](=O)[O-] (2′-nitro-4-thiocarbamoyl-biphenyl-2-carboxylic acid methyl ester), COC(=O)C=1C(=CC=C(C1)C(N)=S)C1=C(C=CC=C1)[N+](=O)[O-] (2′-nitro-4-thiocarbamoyl-biphenyl-2-carboxylic acid methyl ester), BrCC(=O)C1=CC2=C(OCCO2)C=C1 (2-bromo-1-(2,3-dihydro-1,4-benzodioxin-6-yl)ethan-1-one). Product: O1CCOC2=C1C=CC(=C2)C=2N=C(SC2)C=2C=C(C(=CC2)C2=C(C=CC=C2)[N+](=O)[O-])C(=O)O (4-[4-(2,3-Dihydro-benzo[1,4]dioxin-6-yl)-thiazol-2-yl]-2′-nitro-biphenyl-2-carboxylic acid). Isolated yield 71.0%. As a reaction SMILES: C[O:2][C:3]([C:5]1[C:6]([C:14]2[CH:19]=[CH:18][CH:17]=[CH:16][C:15]=2[N+:20]([O-:22])=[O:21])=[CH:7][CH:8]=[C:9]([C:11](=[S:13])[NH2:12])[CH:10]=1)=[O:4].Br[CH2:24][C:25]([C:27]1[CH:36]=[CH:35][C:30]2[O:31][CH2:32][CH2:33][O:34][C:29]=2[CH:28]=1)=O>>[O:31]1[C:30]2[CH:35]=[CH:36][C:27]([C:25]3[N:12]=[C:11]([C:9]4[CH:10]=[C:5]([C:3]([OH:2])=[O:4])[C:6]([C:14]5[CH:19]=[CH:18][CH:17]=[CH:16][C:15]=5[N+:20]([O-:22])=[O:21])=[CH:7][CH:8]=4)[S:13][CH:24]=3)=[CH:28][C:29]=2[O:34][CH2:33][CH2:32]1. Procedure details: 4-[4-(2,3-Dihydro-benzo[1,4]dioxin-6-yl)-thiazol-2-yl]-2′-nitro-biphenyl-2-carboxylic acid (205 mg, 71%) was prepared from 2′-nitro-4-thiocarbamoyl-biphenyl-2-carboxylic acid methyl ester (which may be prepared as described for Intermediate 4) and 2-bromo-1-(2,3-dihydro-1,4-benzodioxin-6-yl)ethan-1-one (available from Alfa Aesar) using the procedure described for the preparation of Example 1. 1H NMR (300 MHz, DMSO-d6) δ 8.53 (d, J=1.8 Hz, 2H), 8.24 (dd, J=8.0, 1.9 Hz, 1H), 8.11-8.16 (m, 2H), 7.7...